This data is from the Open Reaction Database (ORD), a public repository of structured organic reaction records. The task is: describe an organic reaction: reactants, conditions, products, and yield Starting materials: C(C1=CC=CC=C1)ONC(=O)[C@@H](CN1C(N(C(C1=O)(C)C)C)=O)[C@H](C(=O)N1CCCCC1)CC1CCCC1 (1-[2(R)-[1(R)-(benzyloxycarbamoyl)-2-(3,4,4-trimethyl-2,5-dioxo-1-imidazolidinyl)ethyl]-3-cyclopentylpropionyl)piperidine). Reagents/catalysts: [Pd] (Pd/C). The solvent is C(C)O (ethanol). The product is C1(CCCC1)C[C@@H](C(=O)N1CCCCC1)[C@H](CN1C(N(C(C1=O)(C)C)C)=O)C(NO)=O (1-[3-cyclopentyl-2(R)-[1(R)-(hydroxycarbamoyl)-2-(3,4,4-trimethyl-2,5-dioxo-1-imidazolidinyl)ethyl]propionyl]piperidine). The yield is 85.5%. Reaction SMILES: C([O:8][NH:9][C:10]([C@H:12]([C@@H:24]([CH2:33][CH:34]1[CH2:38][CH2:37][CH2:36][CH2:35]1)[C:25]([N:27]1[CH2:32][CH2:31][CH2:30][CH2:29][CH2:28]1)=[O:26])[CH2:13][N:14]1[C:18](=[O:19])[C:17]([CH3:21])([CH3:20])[N:16]([CH3:22])[C:15]1=[O:23])=[O:11])C1C=CC=CC=1>C(O)C.[Pd]>[CH:34]1([CH2:33][C@H:24]([C@@H:12]([C:10](=[O:11])[NH:9][OH:8])[CH2:13][N:14]2[C:18](=[O:19])[C:17]([CH3:21])([CH3:20])[N:16]([CH3:22])[C:15]2=[O:23])[C:25]([N:27]2[CH2:32][CH2:31][CH2:30][CH2:29][CH2:28]2)=[O:26])[CH2:38][CH2:37][CH2:36][CH2:35]1. Reported procedure: For the debenzylation, a suspension of 5.5 g of 1-[2(R)-[1(R)-(benzyloxycarbamoyl)-2-(3,4,4-trimethyl-2,5-dioxo-1-imidazolidinyl)ethyl]-3-cyclopentylpropionyl)piperidine VII in 40 ml of ethanol and 1.7 g of Pd/C (5%) was hydrogenated at 22°/1 bar for 4 h. The suspension was filtered, the filtrate was concentrated completely and the residue was crystallized from water, there being obtained 3.9 g (85%) of pure 1-[3-cyclopentyl-2(R)-[1(R)-(hydroxycarbamoyl)-2-(3,4,4-trimethyl-2,5-dioxo-1-imidazolid... The reactants are CC1=CSC=2\C(\C=3N(C21)C=CC3)=N/OCCBr ((Z)-3-methyl-8-[(2-bromo-ethoxy)imino]thieno[2,3-d]pyrrolo[1,2-a]pyrrole), C([O-])([O-])=O.[K+].[K+] (potassium carbonate), C(C1=CC=CC=C1)N (benzylamine), CN(C=O)C (N,N-dimethylformamide). Solvent: O (water). The product is CC1=CSC=2\C(\C=3N(C21)C=CC3)=N/OCCNCC3=CC=CC=C3 ((Z)-3-Methyl-8-{[2-(N-benzylamino)ethoxy]imino}thieno[2,3-d]pyrrolo[1,2-a]-pyrrole). The yield is 64.8%. As a reaction SMILES: [CH3:1][C:2]1[C:9]2[N:8]3[CH:10]=[CH:11][CH:12]=[C:7]3/[C:6](=[N:13]/[O:14][CH2:15][CH2:16]Br)/[C:5]=2[S:4][CH:3]=1.C(=O)([O-])[O-].[K+].[K+].[CH2:24]([NH2:31])[C:25]1[CH:30]=[CH:29][CH:28]=[CH:27][CH:26]=1.CN(C)C=O>O>[CH3:1][C:2]1[C:9]2[N:8]3[CH:10]=[CH:11][CH:12]=[C:7]3/[C:6](=[N:13]/[O:14][CH2:15][CH2:16][NH:31][CH2:24][C:25]3[CH:30]=[CH:29][CH:28]=[CH:27][CH:26]=3)/[C:5]=2[S:4][CH:3]=1 |f:1.2.3|. Reported procedure: Add 1 g (3.2 mmol) of (Z)-3-methyl-8-[(2-bromo-ethoxy)imino]thieno[2,3-d]pyrrolo[1,2-a]pyrrole, 0.53 g (3.8 mmol) of potassium carbonate and 0.51 g (4.8 mmol) of benzylamine in succession to 20 ml of N,N-dimethylformamide. The reaction mixture is heated at reflux for 3 hours then, after cooling, is poured into 100 ml of water and extracted with diethyl ether. The ethereal phase is washed with water, dried over magnesium sulfate, rendered colourless with animal charcoal and then concentrated unde...